Dataset: the Open Reaction Database (ORD), a public repository of structured organic reaction records. Task: describe an organic reaction: reactants, conditions, products, and yield Reaction SMILES: CN[C@@H:3]([C:11]1C=CC=C[CH:12]=1)[CH2:4]N1CCCCC1.C([Li])CCC.[C:22]1([CH:28]=[CH:29][C:30](=[O:32])[CH3:31])[CH:27]=[CH:26][CH:25]=[CH:24][CH:23]=1>CCOCC.[Cu]I>[C:22]1([CH:28]([CH2:4][CH2:3][CH2:11][CH3:12])[CH2:29][C:30](=[O:32])[CH3:31])[CH:27]=[CH:26][CH:25]=[CH:24][CH:23]=1. The product is C1(=CC=CC=C1)C(CC(C)=O)CCCC ((+)-4-phenyl-2-octanone). Procedure details: (S)-N-methyl-1-phenyl-2-(1-piperidinyl)ethanamine (361.1 mg, 1.66 mmol) was dissolved in ether (12 mL) and n-butyllithium (2.5M in hexanes, 0.66 mL, 1.65 mmol) was added to the solution at -65° C. The solution was stirred for 5 min at -65° C., warmed to 0° C. and stirred for 10 min at 0° C. To a second flask was added CuI (263 mg, 1.38 mmol) and 10 mL of diethyl ether. This solution was cooled to -40° C. and treated with n-butyl lithium (0.55 mL, 1.38 mmol). The solution in the first flask was c... The yield is 33.9%. Starting materials: C1(=CC=CC=C1)C=CC(C)=O (4-phenyl-3-buten-2-one), CN[C@H](CN1CCCCC1)C1=CC=CC=C1 ((S)-N-methyl-1-phenyl-2-(1-piperidinyl)ethanamine), C(CCC)[Li] (n-butyl lithium), C(CCC)[Li] (n-butyllithium). Reaction conditions: temperature -65 celsius, time 5 minute. The solvent is CCOCC (ether), C(C)OCC (diethyl ether), CCOCC (ether). Reagents/catalysts: [Cu]I (CuI).